This data is from the Open Reaction Database (ORD), a public repository of structured organic reaction records. The task is: describe an organic reaction: reactants, conditions, products, and yield Starting materials: S(=S)(=O)([O-])[O-].[Na+].[Na+] (sodium thiosulfate), [Na] (sodium), C(O)([O-])=O (hydrogen carbonate), CNC1=NC=C(C=C1)C(C(F)(F)F)(F)F (methyl-(5-pentafluoroethyl-pyridine-2-yl)-amine), BrN1C(CCC1=O)=O (N-bromosuccinimide). The solvent is C(C)#N (acetonitrile). Conditions: time 8 hour. Product: BrC=1C(=NC=C(C1)C(C(F)(F)F)(F)F)NC ((3-bromo-5-pentafluoroethyl-pyridine-2-yl)-methyl-amine). The yield is 101.5%. RXN SMILES: [CH3:1][NH:2][C:3]1[CH:8]=[CH:7][C:6]([C:9]([F:15])([F:14])[C:10]([F:13])([F:12])[F:11])=[CH:5][N:4]=1.[Br:16]N1C(=O)CCC1=O.S([O-])([O-])(=O)=S.[Na+].[Na+].[Na].C(=O)([O-])O>C(#N)C>[Br:16][C:8]1[C:3]([NH:2][CH3:1])=[N:4][CH:5]=[C:6]([C:9]([F:15])([F:14])[C:10]([F:11])([F:12])[F:13])[CH:7]=1 |f:2.3.4,^1:30|. Procedure: To a mixture of methyl-(5-pentafluoroethyl-pyridine-2-yl)-amine (4.6 g) and acetonitrile (70 mL), N-bromosuccinimide (5.0 g) was added under ice-cooling, and stirred at room temperature for 8 hours. Into a mixture, saturated aqueous sodium thiosulfate solution and aqueous sodium, hydrogen carbonate solution were poured, and extracted with ethyl acetate. The combined organic layer was dried over sodium sulfate, and concentrated under reduced pressure. The residue was subjected to silica gel colum...